Task: describe an organic reaction: reactants, conditions, products, and yield. Dataset: the Open Reaction Database (ORD), a public repository of structured organic reaction records Reactants: C(C1=CC=CC=C1)(=O)C1=CC=CC=C1 (benzophenone), C(C=C)[Mg]Cl (allyl magnesium chloride). Run in O1CCCC1 (tetrahydrofuran). Reaction conditions: time 16 hour. The product is C1(=CC=CC=C1)C(CC=C)(O)C1=CC=CC=C1 (1,1-diphenyl-3-buten-1-ol). As a reaction SMILES: [C:1]([C:9]1[CH:14]=[CH:13][CH:12]=[CH:11][CH:10]=1)(=[O:8])[C:2]1[CH:7]=[CH:6][CH:5]=[CH:4][CH:3]=1.[CH2:15]([Mg]Cl)[CH:16]=[CH2:17]>O1CCCC1>[C:2]1([C:1]([C:9]2[CH:14]=[CH:13][CH:12]=[CH:11][CH:10]=2)([OH:8])[CH2:17][CH:16]=[CH2:15])[CH:7]=[CH:6][CH:5]=[CH:4][CH:3]=1. Procedure: To 29 g of benzophenone in 150 mL of tetrahydrofuran (THF) at 0° C. was added 88 mL of 2M allyl magnesium chloride. After 16 hrs, the starting material was completely consumed as indicated by thin layer chromatography (TLC). To the reaction mixture was added 1 mL of methanol to quench the excess Grinard reagent. The THF was distilled in vacuo and the residue was shaken with dilute aqueous hydrochloric acid and chloroform. The layers were separated and the aqueous phase was extracted with chlorof... Starting materials: Cl.C1(CCCCC1)[C@@H]1C[C@@H](CNC1)CC(=O)OC (methyl (cis-5-cyclohexylpiperidine-3-yl)acetate hydrochloride), ClC1=NC(=CC(=N1)NC=1SC=CN1)C (2-chloro-6-methyl-N-(1,3-thiazol-2-yl)pyrimidin-4-amine), ClC1=NC(=CC(=N1)NC1=CC=NN1)C (2-chloro-6-methyl-N-(1H-pyrazol-5-yl)pyrimidin-4-amine). Product: C1(CCCCC1)[C@@H]1C[C@@H](CN(C1)C1=NC(=CC(=N1)C)NC=1SC=CN1)CC(=O)OC (methyl {cis-5-cyclohexyl-1-[4-methyl-6-(1,3-thiazol-2-ylamino)pyrimidin-2-yl]piperidin-3-yl}acetate). As a reaction SMILES: Cl.[CH:2]1([C@H:8]2[CH2:13][NH:12][CH2:11][C@@H:10]([CH2:14][C:15]([O:17][CH3:18])=[O:16])[CH2:9]2)[CH2:7][CH2:6][CH2:5][CH2:4][CH2:3]1.Cl[C:20]1[N:25]=[C:24]([NH:26][C:27]2[S:28][CH:29]=[CH:30][N:31]=2)[CH:23]=[C:22]([CH3:32])[N:21]=1.ClC1N=C(NC2NN=CC=2)C=C(C)N=1>>[CH:2]1([C@H:8]2[CH2:13][N:12]([C:20]3[N:21]=[C:22]([CH3:32])[CH:23]=[C:24]([NH:26][C:27]4[S:28][CH:29]=[CH:30][N:31]=4)[N:25]=3)[CH2:11][C@@H:10]([CH2:14][C:15]([O:17][CH3:18])=[O:16])[CH2:9]2)[CH2:3][CH2:4][CH2:5][CH2:6][CH2:7]1 |f:0.1|. Procedure: The title compound was prepared by the similar manner described in Example 1 using methyl (cis-5-cyclohexylpiperidine-3-yl)acetate hydrochloride prepared in Step 3 of Example 22 instead of (S)-3-(tert-butoxycarbonylamino)piperidine, and 2-chloro-6-methyl-N-(1,3-thiazol-2-yl)pyrimidin-4-amine prepared in Referential Example 3 instead of 2-chloro-6-methyl-N-(1H-pyrazol-5-yl)pyrimidin-4-amine. Reactants: [H-].[Na+] (sodium hydride), OCC(CS(=O)(=O)N)(C)C (3-hydroxy-2,2-dimethyl-1-propanesulfonamide), ClC=1C(=CC=2N(N1)C=CN2)C (6-chloro-7-methylimidazo[1,2-b]pyridazine). The solvent is CN(C=O)C (dimethylformamide). The product is CC(COC=1C(=CC=2N(N1)C=CN2)C)(CS(N)(=O)=O)C (6-(2,2-dimethyl-3-sulfamoyl-1-propoxy)-7-methylimidazo[1,2-b]pyridazine). RXN SMILES: [H-].[Na+].[OH:3][CH2:4][C:5]([CH3:12])([CH3:11])[CH2:6][S:7]([NH2:10])(=[O:9])=[O:8].Cl[C:14]1[C:15]([CH3:23])=[CH:16][C:17]2[N:18]([CH:20]=[CH:21][N:22]=2)[N:19]=1>CN(C)C=O>[CH3:11][C:5]([CH3:12])([CH2:6][S:7](=[O:9])(=[O:8])[NH2:10])[CH2:4][O:3][C:14]1[C:15]([CH3:23])=[CH:16][C:17]2[N:18]([CH:20]=[CH:21][N:22]=2)[N:19]=1 |f:0.1|. Procedure details: 1.12 g of 60% oily sodium hydride was suspended in 25 ml of dimethylformamide. To this suspension, 1.51 g of 3-hydroxy-2,2-dimethyl-1-propanesulfonamide was added, followed by stirring at room temperature (15° to 20° C.) under reduced pressure for i hour. To this mixture was added 1.51 g of 6-chloro-7-methylimidazo[1,2-b]pyridazine, followed by stirring at 60° C. for 2 hours. After dimethylformamide was distilled off underreduced pressure, ice water was added to the residue, which was subsequent... Starting materials: C1CCOC1, CCCC[N+](CCCC)(CCCC)CCCC, Cl, [F-], C[Si](C)(C)C(F)(F)F, O=Cc1ccccc1-c1cncnc1. Product: OC(c1ccccc1-c1cncnc1)C(F)(F)F. As a reaction SMILES: [CH2:42]1[O:43][CH2:44][CH2:45][CH2:46]1.[CH3:2][CH2:3][CH2:4][CH2:5][N+:6]([CH2:7][CH2:8][CH2:9][CH3:10])([CH2:11][CH2:12][CH2:13][CH3:14])[CH2:15][CH2:16][CH2:17][CH3:18].[ClH:41].[F-:1].[F:33][C:34]([F:35])([F:36])[Si:37]([CH3:38])([CH3:39])[CH3:40].[n:19]1[cH:20][n:21][cH:22][c:23](-[c:25]2[c:26]([CH:27]=[O:28])[cH:29][cH:30][cH:31][cH:32]2)[cH:24]1>>[n:19]1[cH:20][n:21][cH:22][c:23](-[c:25]2[c:26]([CH:27]([OH:28])[C:34]([F:33])([F:35])[F:36])[cH:29][cH:30][cH:31][cH:32]2)[cH:24]1. RXN SMILES: [C:1]1([CH:8]=[CH:7][C:5]([OH:6])=[CH:4][CH:3]=1)[OH:2].C(Cl)(=[O:11])C>[OH-].[Na+].O.O1CCCC1>[C:5]([OH:11])(=[O:6])[CH3:7].[C:1]1([CH:8]=[CH:7][C:5]([OH:6])=[CH:4][CH:3]=1)[OH:2] |f:2.3,6.7|. Reactants: C(C)(=O)Cl (acetyl chloride), C1(O)=CC=C(O)C=C1 (Hydroquinone). Procedure details: Hydroquinone (440 g) was dissolved in a solution of sodium hydroxide (160 g) in water (1600 ml) and to the resulting solution was added dropwise a solution of acetyl chloride (346 g) in tetrahydrofuran (346 g), while maintaining the temperature at 0° C. with ice-cooling. After addition, the mixture was stirred at 0° C. for 1 hour and then at room temperature for 2 hours. The reaction mixture was extracted with ethyl acetate. The ethyl acetate extract was washed with a small amount of water. Ethy... Product: C(C)(=O)O.C1(O)=CC=C(O)C=C1 (hydroquinone monoacetate). The yield is 55.3%. The solvent is O1CCCC1 (tetrahydrofuran), [OH-].[Na+] (sodium hydroxide), O (water). Conditions: temperature 0 celsius, time 1 hour. Starting materials: [BH4-].[Na+] (sodium borohydride), C=O (paraformaldehyde), C[O-].[Na+] (sodium methoxide), COC1=CC=C(CN2N=NN=C2N)C=C1 (1-(4-methoxy-benzyl)-1H-tetrazol-5-ylamine). The solvent is CO (MeOH). The product is COC1=CC=C(CN2N=NN=C2NC)C=C1 ([1-(4-methoxy-benzyl)-1H-tetrazol-5-yl]-methyl-amine). Yield: 98.4%. Reaction SMILES: [CH3:1][O:2][C:3]1[CH:15]=[CH:14][C:6]([CH2:7][N:8]2[C:12]([NH2:13])=[N:11][N:10]=[N:9]2)=[CH:5][CH:4]=1.[CH2:16]=O.C[O-].[Na+].[BH4-].[Na+]>CO>[CH3:1][O:2][C:3]1[CH:4]=[CH:5][C:6]([CH2:7][N:8]2[C:12]([NH:13][CH3:16])=[N:11][N:10]=[N:9]2)=[CH:14][CH:15]=1 |f:2.3,4.5|. Reported procedure: Next, to a suspension of 1-(4-methoxy-benzyl)-1H-tetrazol-5-ylamine (600 mg, 2.92 mmol) in MeOH (10 mL) were added paraformaldehyde (132 mg, 4.39 mmol) and sodium methoxide (632 mg, 25 wt % in MeOH). The mixture was refluxed for 30 min until the suspension turned into a clear solution. The mixture was cooled to room temperature and sodium borohydride (332 mg, 8.77 mmol) was added portionwise. The reaction mixture was refluxed again for 15 min. After cooled to room temperature, the reaction was q... RXN SMILES: [CH2:1]([O:3][C:4](=[O:29])[CH:5]([C:7]1[CH:8]=[C:9]([C:15]2[CH:20]=[CH:19][C:18]([C:21]([F:24])([F:23])[F:22])=[CH:17][C:16]=2[CH2:25][NH:26][CH2:27][CH3:28])[C:10]([O:13][CH3:14])=[CH:11][CH:12]=1)[CH3:6])[CH3:2].Cl[C:31]([O:33][CH2:34][C:35]1[CH:40]=[CH:39][CH:38]=[CH:37][CH:36]=1)=[O:32]>>[CH2:1]([O:3][C:4](=[O:29])[CH:5]([C:7]1[CH:8]=[C:9]([C:15]2[CH:20]=[CH:19][C:18]([C:21]([F:24])([F:23])[F:22])=[CH:17][C:16]=2[CH2:25][N:26]([C:31]([O:33][CH2:34][C:35]2[CH:40]=[CH:39][CH:38]=[CH:37][CH:36]=2)=[O:32])[CH2:27][CH3:28])[C:10]([O:13][CH3:14])=[CH:11][CH:12]=1)[CH3:6])[CH3:2]. Procedure details: Prepared according to the procedure described in Example 1, Step 6, using the following starting materials: 2-(2′-ethylaminomethyl-6-methoxy-4′-trifluoromethyl-biphenyl-3-yl)-propionic acid ethyl ester and benzyl chloroformate. Yields the product C(C)OC(C(C)C=1C=C(C(=CC1)OC)C1=C(C=C(C=C1)C(F)(F)F)CN(CC)C(=O)OCC1=CC=CC=C1)=O (2-{2′-[(Benzyloxycarbonyl-ethyl-amino)-methyl]-6-methoxy-4′-trifluoromethyl-biphenyl-3-yl}-propionic acid ethyl ester). The reactants are C(C)OC(C(C)C=1C=C(C(=CC1)OC)C1=C(C=C(C=C1)C(F)(F)F)CNCC)=O (2-(2′-ethylaminomethyl-6-methoxy-4′-trifluoromethyl-biphenyl-3-yl)-propionic acid ethyl ester), ClC(=O)OCC1=CC=CC=C1 (benzyl chloroformate). Starting materials: OC=1C=CC=C2C=CC=NC12 (8-hydroxyquinoline), organosilicon, C=O (formaldehyde), Cl (hydrochloric acid), NCCC[Si](OCC)(OCC)OCC (γ-aminopropyltriethoxysilane), C[Si](Cl)(C)C (trimethylchlorosilane), [N+](=O)([O-])C1=CC=CC=C1 (nitrobenzene). Solvent: C(C)N(CC)CC (triethylamine). Yields the product OC1=NC2=CC=CC=C2C=C1 (hydroxyquinoline). Reaction SMILES: O[C:2]1[CH:3]=[CH:4][CH:5]=[C:6]2[C:11]=1[N:10]=[CH:9][CH:8]=[CH:7]2.C=O.Cl.NCCC[Si](OCC)(OCC)[O:20]CC.C[Si](C)(C)Cl.[N+](C1C=CC=CC=1)([O-])=O>C(N(CC)CC)C>[OH:20][C:9]1[CH:8]=[CH:7][C:6]2[C:11](=[CH:2][CH:3]=[CH:4][CH:5]=2)[N:10]=1. Procedure details: Preferably, Route A can be used. A chloromethylated ligand can be prepared, for example, by reacting 8-hydroxyquinoline with formaldehyde and hydrochloric acid. That derivative is further reacted with γ-aminopropyltriethoxysilane in the presence of trimethylchlorosilane and triethylamine and nitrobenzene. Next, the prepared organosilicon derivative is reacted with the support to obtain hydroxyquinoline modified silica gel. A sample of this sequence of reactions is described in further detail in ... Starting materials: CN(C)CC=1C=C(OCCCNC2=NC(=NN2C)CN)C=CC1 (5-[[3-[3-[(Dimethylamino)methyl]phenoxy]propyl]amino]-1-methyl-1H-1,2,4-triazole-3-methanamine), CS(=O)(=O)Cl (methane sulphonyl chloride). Solvent: N1=CC=CC=C1 (pyridine). Reaction conditions: time 18 hour. Product: CN(C)CC=1C=C(OCCCNC2=NC(=NN2C)CNS(=O)(=O)C)C=CC1 (N-[[5-[[3-[3-[(Dimethylamino)methyl]phenoxy]propyl]amino]-1-methyl-1H-1,2,4-triazol-3-yl]methyl]methanesulphonamide). RXN SMILES: [CH3:1][N:2]([CH2:4][C:5]1[CH:6]=[C:7]([CH:21]=[CH:22][CH:23]=1)[O:8][CH2:9][CH2:10][CH2:11][NH:12][C:13]1[N:17]([CH3:18])[N:16]=[C:15]([CH2:19][NH2:20])[N:14]=1)[CH3:3].[CH3:24][S:25](Cl)(=[O:27])=[O:26]>N1C=CC=CC=1>[CH3:1][N:2]([CH2:4][C:5]1[CH:6]=[C:7]([CH:21]=[CH:22][CH:23]=1)[O:8][CH2:9][CH2:10][CH2:11][NH:12][C:13]1[N:17]([CH3:18])[N:16]=[C:15]([CH2:19][NH:20][S:25]([CH3:24])(=[O:27])=[O:26])[N:14]=1)[CH3:3]. Reported procedure: A mixture of 5-[[3-[3-[(Dimethylamino)methyl]phenoxy]propyl]amino]-1-methyl-1H-1,2,4-triazole-3-methanamine (0.75 g) and methane sulphonyl chloride (0.18 ml) in dry pyridine (15 ml) was stirred at room temperature for 18 hours. The solvent was removed in vacuo and the residue was dissolved in aqueous sodium carbonate and extracted with ethyl acetate. The organic solution was evaporated leaving the title compound (0.5 g). T.l.c. System B, Rf 0.6.